describe an organic reaction: reactants, conditions, products, and yield From a dataset of the Open Reaction Database (ORD), a public repository of structured organic reaction records. Starting materials: [OH-].[Na+] (sodium hydroxide), COC(=O)C1=CC(=C2C=CNC2=C1)Br (4-bromo-1H-indole-6-carboxylic acid methyl ester), CO (methanol). Solvent: O (water). Run at time 2.5 hour. Yields the product BrC1=C2C=CNC2=CC(=C1)C(=O)O (4-bromo-1H-indole-6-carboxylic acid). RXN SMILES: [OH-].[Na+].C[O:4][C:5]([C:7]1[CH:15]=[C:14]2[C:10]([CH:11]=[CH:12][NH:13]2)=[C:9]([Br:16])[CH:8]=1)=[O:6].CO>O>[Br:16][C:9]1[CH:8]=[C:7]([C:5]([OH:6])=[O:4])[CH:15]=[C:14]2[C:10]=1[CH:11]=[CH:12][NH:13]2 |f:0.1|. Procedure details: A solution of sodium hydroxide (14.08 g, 352.1 mmol) in water (100 mL) was added a to a solution of 4-bromo-1H-indole-6-carboxylic acid methyl ester in methanol (14.91 mL, 58.7 mmol) at room temperature and stirred for 2.5 hours. The reaction mixture was concentrated in vacuo, 1N HCl was added, and the product was extracted with ethyl acetate to give 13.0 g of 4-bromo-1H-indole-6-carboxylic acid, which was used in the next step with no further purification. 1H NMR (400 MHz, CD3OD) δ 8.13 (t, J=1... Reactants: COc1cc2ncnc(Oc3ccc(N)cc3)c2cc1OC, COc1ccccc1N=C=O, CO, ClC(Cl)Cl. Product: COc1ccccc1NC(=O)Nc1ccc(Oc2ncnc3cc(OC)c(OC)cc23)cc1. RXN SMILES: [CH3:1][O:2][c:3]1[cH:4][c:5]2[c:6]([O:15][c:16]3[cH:17][cH:18][c:19]([NH2:20])[cH:21][cH:22]3)[n:7][cH:8][n:9][c:10]2[cH:11][c:12]1[O:13][CH3:14].[CH3:23][O:24][c:25]1[c:26]([N:31]=[C:32]=[O:33])[cH:27][cH:28][cH:29][cH:30]1.[CH3:34][OH:35].[CH:36]([Cl:37])([Cl:38])[Cl:39]>>[CH3:1][O:2][c:3]1[cH:4][c:5]2[c:6]([O:15][c:16]3[cH:17][cH:18][c:19]([NH:20][C:32]([NH:31][c:26]4[c:25]([O:24][CH3:23])[cH:30][cH:29][cH:28][cH:27]4)=[O:33])[cH:21][cH:22]3)[n:7][cH:8][n:9][c:10]2[cH:11][c:12]1[O:13][CH3:14]. Starting materials: [Br-], CCC[Zn+], CN(C)C=NS(=O)(=O)c1c(C(F)(F)F)nc2ccc(Cl)nn12, Cl, C1CCOC1, O. Yields the product CCCc1ccc2nc(C(F)(F)F)c(S(=O)(=O)N=CN(C)C)n2n1. Reaction SMILES: [Br-:23].[CH2:24]([CH2:25][CH3:26])[Zn+:27].[Cl:1][c:2]1[cH:3][cH:4][c:5]2[n:6]([n:7]1)[c:8]([S:15](=[O:16])(=[O:17])[N:18]=[CH:19][N:20]([CH3:21])[CH3:22])[c:9]([C:11]([F:12])([F:13])[F:14])[n:10]2.[ClH:29].[O:30]1[CH2:31][CH2:32][CH2:33][CH2:34]1.[OH2:28]>>[c:2]1([CH2:24][CH2:25][CH3:26])[cH:3][cH:4][c:5]2[n:6]([n:7]1)[c:8]([S:15](=[O:16])(=[O:17])[N:18]=[CH:19][N:20]([CH3:21])[CH3:22])[c:9]([C:11]([F:12])([F:13])[F:14])[n:10]2. Reactants: ice water, N1(C=NC=C1)C1=CC=C(C=O)C=C1 (4-(1H-imidazol-1-yl)benzaldehyde), C(CC(=O)C)(=O)OCC (ethyl acetoacetate), [NH4+].[OH-] (NH4OH). The solvent is C(C)O (ethanol). Product: CC=1NC(=C(C(C1C(=O)OCC)C1=CC=C(C=C1)N1C=NC=C1)C(=O)OCC)C (1,4-dihydro-2,6-dimethyl-4-[4-(1H-imidazol-1-yl)phenyl]-3,5-pyridinedicarboxylic acid, diethyl ester). Isolated yield 65.0%. RXN SMILES: [N:1]1([C:6]2[CH:13]=[CH:12][C:9]([CH:10]=O)=[CH:8][CH:7]=2)[CH:5]=[CH:4][N:3]=[CH:2]1.[C:14]([O:20][CH2:21][CH3:22])(=[O:19])[CH2:15][C:16]([CH3:18])=O.[NH4+:23].[OH-:24]>C(O)C>[CH3:18][C:16]1[NH:23][C:16]([CH3:18])=[C:15]([C:14]([O:20][CH2:21][CH3:22])=[O:24])[CH:10]([C:9]2[CH:12]=[CH:13][C:6]([N:1]3[CH:5]=[CH:4][N:3]=[CH:2]3)=[CH:7][CH:8]=2)[C:15]=1[C:14]([O:20][CH2:21][CH3:22])=[O:19] |f:2.3|. Reported procedure: A mixture of 17.2 g (0.1 mol) of 4-(1H-imidazol-1-yl)benzaldehyde, 26 g (0.2 mol) of ethyl acetoacetate and 5 ml of concentrated NH4OH in absolute ethanol (25 ml) was refluxed for 6 hours. The mixture was poured into 500 ml of ice-water and the aqueous solution was extracted with methylene chloride. The organic layers were put together, dried over CaCl2 and evaporated under vacuum. The crude product was recrystallized from Et2O, giving 25.7 g (65%) of 1,4-dihydro-2,6-dimethyl-4-[4-(1H-imidazol-1... Starting materials: C1(=CC=CC=C1)N(CCO)CCO (N-phenyldiethanol amine), N(=O)[O-].[Na+] (NaNO2). Solvent: O (water), Cl (HCl). Run at temperature 0 celsius. The product is N(=O)C1=CC=C(N(CCO)CCO)C=C1 (4-nitroso-N,N-bis-(β-hydroxyethyl) aniline). As a reaction SMILES: [C:1]1([N:7]([CH2:11][CH2:12][OH:13])[CH2:8][CH2:9][OH:10])[CH:6]=[CH:5][CH:4]=[CH:3][CH:2]=1.[N:14]([O-])=[O:15].[Na+]>Cl.O>[N:14]([C:4]1[CH:5]=[CH:6][C:1]([N:7]([CH2:11][CH2:12][OH:13])[CH2:8][CH2:9][OH:10])=[CH:2][CH:3]=1)=[O:15] |f:1.2|. Reported procedure: 23.9 g of N-phenyldiethanol amine were ground in a mortar and dissolved in 50 ml conc. HCl. The solution was then cooled to 0°C and 10 g NaNO2 in 25 ml of water were added over a period of one hour with stirring. The temperature was maintained between 0°-5°C. After the addition was complete, the mixture was stirred one hour more and then filtered. The orange precipitate of 4-nitroso-N,N-bis-(β-hydroxyethyl) aniline formed was dried in a vacuum desiccator overnight. The dried product, amounting t... Reactants: N1CCOCC1 (morpholine), C12(CC3CC(CC(C1)C3)C2)C2=C(C=C3C=CC(=CC3=C2)C2=CC=C(C(=O)Cl)C=C2)OCOCCOC (4-[7-(1-adamantyl)-6-methoxyethoxymethoxy-2-naphthyl]benzoic acid chloride), O (water). The solvent is C1CCOC1 (THF), C1CCOC1 (THF). Run at time 2 hour. Product: C12(CC3CC(CC(C1)C3)C2)C2=C(C=C3C=CC(=CC3=C2)C2=CC=C(C(=O)N3CCOCC3)C=C2)OCOCCOC (4-[7-(1-adamantyl)-6-methoxyethoxymethoxy-2-naphthyl]benzoic acid morpholide). As a reaction SMILES: [NH:1]1[CH2:6][CH2:5][O:4][CH2:3][CH2:2]1.[C:7]12([C:17]3[CH:26]=[C:25]4[C:20]([CH:21]=[CH:22][C:23]([C:27]5[CH:35]=[CH:34][C:30]([C:31](Cl)=[O:32])=[CH:29][CH:28]=5)=[CH:24]4)=[CH:19][C:18]=3[O:36][CH2:37][O:38][CH2:39][CH2:40][O:41][CH3:42])[CH2:16][CH:11]3[CH2:12][CH:13]([CH2:15][CH:9]([CH2:10]3)[CH2:8]1)[CH2:14]2.O>C1COCC1>[C:7]12([C:17]3[CH:26]=[C:25]4[C:20]([CH:21]=[CH:22][C:23]([C:27]5[CH:35]=[CH:34][C:30]([C:31]([N:1]6[CH2:6][CH2:5][O:4][CH2:3][CH2:2]6)=[O:32])=[CH:29][CH:28]=5)=[CH:24]4)=[CH:19][C:18]=3[O:36][CH2:37][O:38][CH2:39][CH2:40][O:41][CH3:42])[CH2:16][CH:11]3[CH2:10][CH:9]([CH2:15][CH:13]([CH2:12]3)[CH2:14]1)[CH2:8]2. Procedure details: 1.8 ml (20.6 mmol) of morpholine and 40 ml of THF were introduced into a round-bottomed flask. A solution of 3.5 g (6.9 mmol) of 4-[7-(1-adamantyl)-6-methoxyethoxymethoxy-2-naphthyl]benzoic acid chloride in THF was added dropwise and the reaction mixture was stirred at room temperature for two hours. The reaction mixture was poured into water and extracted with ethyl acetate and the organic phase was separated by settling, dried over magnesium sulfate and evaporated. The solid obtained was tritu... Reactants: O=C([O-])O, ClCCCl, Cc1ccc(SCCC(=O)O)cc1, CCOC(C)=O, NN1CCCC(c2ccccc2C(F)(F)F)C1=O, [Na+], CN(C)C=O, On1nnc2ccccc21. Yields the product Cc1ccc(SCCC(=O)NN2CCCC(c3ccccc3C(F)(F)F)C2=O)cc1. As a reaction SMILES: [C:42](=[O:43])([OH:44])[O-:45].[CH2:58]([Cl:59])[CH2:60][Cl:61].[CH3:29][c:30]1[cH:31][cH:32][c:33]([S:36][CH2:37][CH2:38][C:39](=[O:40])[OH:41])[cH:34][cH:35]1.[CH3:52][CH2:53][O:54][C:55](=[O:56])[CH3:57].[NH2:11][N:12]1[C:13](=[O:28])[CH:14]([c:18]2[c:19]([C:24]([F:25])([F:26])[F:27])[cH:20][cH:21][cH:22][cH:23]2)[CH2:15][CH2:16][CH2:17]1.[Na+:46].[O:47]=[CH:48][N:49]([CH3:50])[CH3:51].[OH:1][n:2]1[c:3]2[c:4]([cH:5][cH:6][cH:7][cH:8]2)[n:9][n:10]1>>[NH:11]([N:12]1[C:13](=[O:28])[CH:14]([c:18]2[c:19]([C:24]([F:25])([F:26])[F:27])[cH:20][cH:21][cH:22][cH:23]2)[CH2:15][CH2:16][CH2:17]1)[C:39]([CH2:38][CH2:37][S:36][c:33]1[cH:32][cH:31][c:30]([CH3:29])[cH:35][cH:34]1)=[O:40]. Reactants: C1(=CC=CC=C1)C=1C(=NC=2N(C1)C=CN2)C2=CC=C(C=O)C=C2 (4-(6-phenylimidazo[1,2-a]pyrimidin-7-yl)benzaldehyde), Cl.FC=1C=CC2=C(NC(=N2)C2CCNCC2)C1 (6-fluoro-2-piperidine-4-yl-1H-benzimidazole hydrochloride salt). The product is FC=1C=CC2=C(NC(=N2)C2CCN(CC2)CC2=CC=C(C=C2)C2=NC=3N(C=C2C2=CC=CC=C2)C=CN3)C1 (7-{4-[4-(6-fluoro-1H-benzimidazol-2-yl)-piperidin-1-ylmethyl]-phenyl}-6-phenylimidazo[1,2-a]pyrimidine). Isolated yield 65.7%. RXN SMILES: [C:1]1([C:7]2[C:8]([C:16]3[CH:23]=[CH:22][C:19]([CH:20]=O)=[CH:18][CH:17]=3)=[N:9][C:10]3[N:11]([CH:13]=[CH:14][N:15]=3)[CH:12]=2)[CH:6]=[CH:5][CH:4]=[CH:3][CH:2]=1.Cl.[F:25][C:26]1[CH:27]=[CH:28][C:29]2[N:33]=[C:32]([CH:34]3[CH2:39][CH2:38][NH:37][CH2:36][CH2:35]3)[NH:31][C:30]=2[CH:40]=1>>[F:25][C:26]1[CH:27]=[CH:28][C:29]2[N:33]=[C:32]([CH:34]3[CH2:35][CH2:36][N:37]([CH2:20][C:19]4[CH:22]=[CH:23][C:16]([C:8]5[C:7]([C:1]6[CH:6]=[CH:5][CH:4]=[CH:3][CH:2]=6)=[CH:12][N:11]6[CH:13]=[CH:14][N:15]=[C:10]6[N:9]=5)=[CH:17][CH:18]=4)[CH2:38][CH2:39]3)[NH:31][C:30]=2[CH:40]=1 |f:1.2|. Procedure details: 150 mg (0.5 mmol) 4-(6-phenylimidazo[1,2-a]pyrimidin-7-yl)benzaldehyde were reacted with 132 mg (0.6 mmol) 6-fluoro-2-piperidine-4-yl-1H-benzimidazole hydrochloride salt in analogy as described in example 6.0. The desired compound (165 mg) was obtained after purification on silicagel. Reactants: acetylenic hydrogen, OC(CC#C)CC (4-hydroxy-1-hexyne), C1(=CC=CC=C1)C(C1=CC=CC=C1)(C1=CC=CC=C1)Cl (triphenylmethyl chloride), O (water). Solvent: N1=CC=CC=C1 (pyridine). Product: C1(=CC=CC=C1)C(OC(CC#C)CC)(C1=CC=CC=C1)C1=CC=CC=C1 (4-triphenylmethoxy-1-hexyne). Reaction SMILES: [OH:1][CH:2]([CH2:6][CH3:7])[CH2:3][C:4]#[CH:5].[C:8]1([C:14](Cl)([C:21]2[CH:26]=[CH:25][CH:24]=[CH:23][CH:22]=2)[C:15]2[CH:20]=[CH:19][CH:18]=[CH:17][CH:16]=2)[CH:13]=[CH:12][CH:11]=[CH:10][CH:9]=1.O>N1C=CC=CC=1>[C:8]1([C:14]([C:21]2[CH:26]=[CH:25][CH:24]=[CH:23][CH:22]=2)([C:15]2[CH:20]=[CH:19][CH:18]=[CH:17][CH:16]=2)[O:1][CH:2]([CH2:6][CH3:7])[CH2:3][C:4]#[CH:5])[CH:13]=[CH:12][CH:11]=[CH:10][CH:9]=1. Procedure: A stirred solution of 9.81 g (0.10 moles) of 4-hydroxy-1-hexyne and 33.5 g (0.12 moles) of triphenylmethyl chloride in 100 ml of dry pyridine is heated at reflux for 2 hours. The cooled mixture is treated with water and extracted with a hexane-ether mixture. The extract is washed successively with water and saturated sodium chloride solution, dried over magnesium sulfate, and concentrated. Column chromatography of the residue on Florisil gives an oil, max. 3290 (acetylenic hydrogen), 1600, 1030 ...